From a dataset of the Open Reaction Database (ORD), a public repository of structured organic reaction records. describe an organic reaction: reactants, conditions, products, and yield Reactants: C(=O)(C=1NC=CN1)C=1NC=CN1 (carbonyl diimidazole), ClC1=C(C=C(C(=O)O)C=C1)[N+](=O)[O-] (4-chloro-3-nitrobenzoic acid), N1CCCCC1 (Piperidine). Solvent: C(C)(=O)OCC (ethyl acetate). Run at time 1.5 hour. The product is ClC1=C(C=C(C(=O)N2CCCCC2)C=C1)[N+](=O)[O-] (4-chloro-3-nitrobenzoyl-piperidine). The yield is 96.9%. RXN SMILES: [C:1]([C:8]1[NH:9][CH:10]=[CH:11]N=1)([C:3]1NC=CN=1)=O.[Cl:13][C:14]1[CH:22]=[CH:21][C:17]([C:18]([OH:20])=O)=[CH:16][C:15]=1[N+:23]([O-:25])=[O:24].N1CCCCC1>C(OCC)(=O)C>[Cl:13][C:14]1[CH:22]=[CH:21][C:17]([C:18]([N:9]2[CH2:8][CH2:1][CH2:3][CH2:11][CH2:10]2)=[O:20])=[CH:16][C:15]=1[N+:23]([O-:25])=[O:24]. Procedure: A 5-L flask was charged with ethyl acetate (2.3 L) and carbonyl diimidazole (500.0 g, 2.48 mol) to which 4-chloro-3-nitrobenzoic acid (402.5 g, 2.48 mol) was added in portions over 1 hour. The solution was stirred for an additional 1.5 hours. Piperidine (222.2 g, 2.60 mol) was added dropwise over 2 hours and the resulting solution was stirred for an additional 4 hours. The reaction mixture was washed sequentially, twice with 6N HCl solution (600 mL), twice with saturated NaHCO3 (250 mL), and fin... Starting materials: S(=O)(=O)(OC)OC (Dimethyl sulfate), [OH-].[Na+] (sodium hydroxide), Cl (hydrochloric acid), ClCCCC1=CC=C(C=C1)S(=O)(=O)Cl (4-(3-Chloropropyl)benzenesulfonyl chloride), [H-].[H-].[H-].[H-].[Li+].[Al+3] (LiAlH4), [H-].[H-].[H-].[H-].[Li+].[Al+3] (LiAlH4). Run in C(C)OCC (diethyl ether), C(C)OCC (diethyl ether). Run at time 16.5 hour. The product is ClCCCC1=CC=C(C=C1)SC (1-(3-Chloropropyl)-4-methylsulfanylbenzene). Reaction SMILES: [Cl:1][CH2:2][CH2:3][CH2:4][C:5]1[CH:10]=[CH:9][C:8]([S:11](Cl)(=O)=O)=[CH:7][CH:6]=1.[H-].[H-].[H-].[H-].[Li+].[Al+3].Cl.S(OC)(O[CH3:26])(=O)=O.[OH-].[Na+]>C(OCC)C>[Cl:1][CH2:2][CH2:3][CH2:4][C:5]1[CH:10]=[CH:9][C:8]([S:11][CH3:26])=[CH:7][CH:6]=1 |f:1.2.3.4.5.6,9.10|. Reported procedure: At room temperature, a solution of 10b (12.7 g; 5.0 mmol) in diethyl ether (75 ml) was added dropwise over a period of 2.5 h to a suspension of LiAlH4 (2.9 g; 7.6 mmol) in diethyl ether (50 ml). After the addition had ended, the reaction mixture was stirred at room temperature and with occasional addition of LiAlH4 until no more starting material could be detected by thin-layer chromatography (2.5 h). With ice-cooling, ice was introduced into the reaction mixture, and the aqueous phase was acidi... Yields the product CN1CCOCC1.C(Cl)Cl (NMM DCM). The reactants are CN1CCOCC1 (N-methylmorpholine), Cl (HCl), C(Cl)Cl (DCM). Procedure details: To a solution of crude G or G′ (1 eq.) in anhydrous DCM were added at 0° C. H (1.3 eq.), followed by N-methylmorpholine (2.2 eq.) dropwise over 15 sec. The reaction mixture was stirred at rt for 10 minutes and, the milky suspension was poured into 1 M HCl. The aqueous phase was extracted with DCM. The organic phases were combined, washed with 1 M NaOH, brine, dried over MgSO4 and evaporated to dryness. The crude compound was purified by silica gel chromatography to afford the desired product (R)... Run at time 10 minute. As a reaction SMILES: [CH3:1][N:2]1[CH2:7][CH2:6][O:5][CH2:4][CH2:3]1.Cl.[CH2:9]([Cl:11])[Cl:10]>>[CH3:1][N:2]1[CH2:7][CH2:6][O:5][CH2:4][CH2:3]1.[CH2:9]([Cl:11])[Cl:10] |f:3.4|. Starting materials: CC(C)(C)OC(=O)N1CCCC(N)C1, ClCCl, [K+], [K+], O=[N+]([O-])c1ccccc1F, O=C([O-])[O-]. Product: CC(C)(C)OC(=O)N1CCCC(Nc2ccccc2[N+](=O)[O-])C1. As a reaction SMILES: [C:1]([CH3:2])([CH3:3])([CH3:4])[O:5][C:6](=[O:7])[N:8]1[CH2:9][CH:10]([NH2:14])[CH2:11][CH2:12][CH2:13]1.[Cl:31][CH2:32][Cl:33].[K+:25].[K+:26].[N+:15](=[O:16])([O-:17])[c:18]1[c:19]([F:24])[cH:20][cH:21][cH:22][cH:23]1.[O-:27][C:28]([O-:29])=[O:30]>>[C:1]([CH3:2])([CH3:3])([CH3:4])[O:5][C:6](=[O:7])[N:8]1[CH2:9][CH:10]([NH:14][c:19]2[c:18]([N+:15](=[O:16])[O-:17])[cH:23][cH:22][cH:21][cH:20]2)[CH2:11][CH2:12][CH2:13]1. Reactants: CC(=O)O, CCOC(=O)Cc1ccc(NC(=O)c2cc(OCc3cccc(Cl)c3)ccc2C)c(C)c1, Cl. The product is Cc1cc(CC(=O)O)ccc1NC(=O)c1cc(OCc2cccc(Cl)c2)ccc1C. As a reaction SMILES: [CH3:34][C:35](=[O:36])[OH:37].[Cl:1][c:2]1[cH:3][c:4]([CH2:8][O:9][c:10]2[cH:11][cH:12][c:13]([CH3:32])[c:14]([C:16](=[O:17])[NH:18][c:19]3[c:20]([CH3:31])[cH:21][c:22]([CH2:25][C:26](=[O:27])[O:28][CH2:29][CH3:30])[cH:23][cH:24]3)[cH:15]2)[cH:5][cH:6][cH:7]1.[ClH:33]>>[Cl:1][c:2]1[cH:3][c:4]([CH2:8][O:9][c:10]2[cH:11][cH:12][c:13]([CH3:32])[c:14]([C:16](=[O:17])[NH:18][c:19]3[c:20]([CH3:31])[cH:21][c:22]([CH2:25][C:26](=[O:27])[OH:28])[cH:23][cH:24]3)[cH:15]2)[cH:5][cH:6][cH:7]1. Reactants: ClCCOCC(=O)Cl ((2-chloroethoxy)acetyl chloride), Cl.NC1=CC=C(C=C1)CC(=O)OCC (ethyl 4-aminophenylacetate hydrochloride). The solvent is C1(=CC=CC=C1)C (toluene). Yields the product ClCCOCC(=O)NC1=CC=C(C=C1)CC(=O)OCC (ethyl {4-[2-(2-chloroethoxy)acetylamino]phenyl}acetate). Reaction SMILES: [Cl:1][CH2:2][CH2:3][O:4][CH2:5][C:6](Cl)=[O:7].Cl.[NH2:10][C:11]1[CH:16]=[CH:15][C:14]([CH2:17][C:18]([O:20][CH2:21][CH3:22])=[O:19])=[CH:13][CH:12]=1>C1(C)C=CC=CC=1>[Cl:1][CH2:2][CH2:3][O:4][CH2:5][C:6]([NH:10][C:11]1[CH:12]=[CH:13][C:14]([CH2:17][C:18]([O:20][CH2:21][CH3:22])=[O:19])=[CH:15][CH:16]=1)=[O:7] |f:1.2|. Procedure: 14.6 g (92.7 mmol) of (2-chloroethoxy)acetyl chloride are added to a suspension of 20.0 g (92.7 mmol) of ethyl 4-aminophenylacetate hydrochloride in 25 ml of toluene, and the mixture is heated at the boil for 24 hours. The reaction mixture is evaporated and dried, giving ethyl {4-[2-(2-chloroethoxy)acetylamino]phenyl}acetate as a yellowish solid; ESI 300. Starting materials: FC(C(=O)O)(F)F (trifluoroacetic acid), FC(S(=O)(=O)[O-])(F)F.FC1=C(C=CC(=C1)C(=O)OC)[N+](C)(C)C ((2-fluoro-4-methoxycarbonyl-phenyl)-trimethyl-ammonium trifluoro-methanesulfonate). Solvent: O (water). Yields the product FC(S(=O)(=O)[O-])(F)F.C(=O)(O)C1=CC(=C(C=C1)[N+](C)(C)C)F ((4-carboxy-2-fluoro-phenyl)-trimethyl-ammonium trifluoro-methanesulfonate). RXN SMILES: [F:1][C:2]([F:8])([F:7])[S:3]([O-:6])(=[O:5])=[O:4].[F:9][C:10]1[CH:15]=[C:14]([C:16]([O:18]C)=[O:17])[CH:13]=[CH:12][C:11]=1[N+:20]([CH3:23])([CH3:22])[CH3:21].FC(F)(F)C(O)=O>O>[F:1][C:2]([F:8])([F:7])[S:3]([O-:6])(=[O:5])=[O:4].[C:16]([C:14]1[CH:13]=[CH:12][C:11]([N+:20]([CH3:22])([CH3:21])[CH3:23])=[C:10]([F:9])[CH:15]=1)([OH:18])=[O:17] |f:0.1,4.5|. Procedure details: A solution of 4.00 g (11.1 mmol) 10, 96 ml dest. water and 96 ml trifluoroacetic acid was refluxed for 2 days. The reaction mixture was evaporated, dried by use of oil pump vacuum over night and treated with diethyl ether. The resulting solid was filtered, washed extensively with diethyl ether and dried by oil pump vacuum. The solid crude product 11 was obtained in 92% yield (3.54 g, 10.2 mmol) and crude compound 11 was used for the next step without purification. Starting materials: CCOC(C)=O, CC(Oc1c(N)ncc2c(C3=CCNCC3)coc12)c1c(Cl)ccc(F)c1Cl, [Pd]. Yields the product CC(Oc1c(N)ncc2c(C3CCNCC3)coc12)c1c(Cl)ccc(F)c1Cl. As a reaction SMILES: [CH3:29][CH2:30][O:31][C:32]([CH3:33])=[O:34].[Cl:1][c:2]1[c:3]([CH:10]([CH3:11])[O:12][c:13]2[c:14]3[c:15]([cH:16][n:17][c:18]2[NH2:19])[c:20]([C:23]2=[CH:28][CH2:27][NH:26][CH2:25][CH2:24]2)[cH:21][o:22]3)[c:4]([Cl:9])[cH:5][cH:6][c:7]1[F:8].[Pd:35]>>[Cl:1][c:2]1[c:3]([CH:10]([CH3:11])[O:12][c:13]2[c:14]3[c:15]([cH:16][n:17][c:18]2[NH2:19])[c:20]([CH:23]2[CH2:24][CH2:25][NH:26][CH2:27][CH2:28]2)[cH:21][o:22]3)[c:4]([Cl:9])[cH:5][cH:6][c:7]1[F:8]. Reactants: CCOC(=O)CBr, O=C([O-])[O-], COc1cc(O)ccc1OCc1ccccc1, CCC(C)=O, [K+], [K+]. Product: CCOC(=O)COc1ccc(OCc2ccccc2)c(OC)c1. Reaction SMILES: [Br:24][CH2:25][C:26](=[O:27])[O:28][CH2:29][CH3:30].[C:18](=[O:19])([O-:20])[O-:21].[CH2:1]([c:2]1[cH:3][cH:4][cH:5][cH:6][cH:7]1)[O:8][c:9]1[c:10]([O:16][CH3:17])[cH:11][c:12]([OH:15])[cH:13][cH:14]1.[CH2:31]([C:32]([CH3:33])=[O:34])[CH3:35].[K+:22].[K+:23]>>[CH2:1]([c:2]1[cH:3][cH:4][cH:5][cH:6][cH:7]1)[O:8][c:9]1[c:10]([O:16][CH3:17])[cH:11][c:12]([O:15][CH2:25][C:26](=[O:27])[O:28][CH2:29][CH3:30])[cH:13][cH:14]1.